From a dataset of the Open Reaction Database (ORD), a public repository of structured organic reaction records. describe an organic reaction: reactants, conditions, products, and yield As a reaction SMILES: [F:1][C:2]([F:38])([N:32]1[CH2:37][CH2:36][NH:35][CH2:34][CH2:33]1)[C:3]1[CH:8]=[CH:7][C:6]([C:9]([NH:11][C:12]2[CH:17]=[CH:16][C:15]([CH3:18])=[C:14]([NH:19][C:20]3[N:25]=[C:24]([C:26]4[CH:27]=[N:28][CH:29]=[CH:30][CH:31]=4)[CH:23]=[CH:22][N:21]=3)[CH:13]=2)=[O:10])=[CH:5][CH:4]=1.[CH3:39][CH:40]=O>>[CH2:39]([N:35]1[CH2:34][CH2:33][N:32]([C:2]([F:1])([F:38])[C:3]2[CH:4]=[CH:5][C:6]([C:9]([NH:11][C:12]3[CH:17]=[CH:16][C:15]([CH3:18])=[C:14]([NH:19][C:20]4[N:25]=[C:24]([C:26]5[CH:27]=[N:28][CH:29]=[CH:30][CH:31]=5)[CH:23]=[CH:22][N:21]=4)[CH:13]=3)=[O:10])=[CH:7][CH:8]=2)[CH2:37][CH2:36]1)[CH3:40]. The reactants are FC(C1=CC=C(C=C1)C(=O)NC1=CC(=C(C=C1)C)NC1=NC=CC(=N1)C=1C=NC=CC1)(N1CCNCC1)F ([4-(difluoropiperazinylmethyl)phenyl]-N-{4-methyl-3-[(4-(3-pyridyl)pyrimidin-2-yl)amino]phenyl}carboxamide), CC=O (CH3CHO). Reported procedure: The product from Example 14 was ethylated via reductive amination with CH3CHO/NaBHCN afforded the title compound. Mass: (M+1), 544. The product is C(C)N1CCN(CC1)C(C1=CC=C(C=C1)C(=O)NC1=CC(=C(C=C1)C)NC1=NC=CC(=N1)C=1C=NC=CC1)(F)F ({4-[(4-ethylpiperazinyl)difluoromethyl]phenyl}-N-{4-methyl-3-[(4-(3-pyridyl)pyrimidin-2-yl)amino]phenyl}carboxamide). The reactants are C(C)(C)(C)OC([C@@H](N(CCNC(=O)OC(C)(C)C)C(=O)OC(C)(C)C)CC(=O)OCC1=CC=CC=C1)=O (3-[(benzyloxy)carbonyl]-N-[(tert-butoxy)carbonyl]-N-[-(1-tert-butoxyformamido)ethyl]-L-alanine tert-butyl ester). The reagents and catalysts are [Pd] (palladium/carbon). The solvent is C(C)O (ethanol). Product: C(C)(C)(C)OC(=O)N([C@@H](CC(=O)O)C(=O)OC(C)(C)C)CCNC(=O)OC(C)(C)C (1-tert-Butyl 4-hydrogen N-(tert-butoxycarbonyl)-N-[2-(1-tert-butoxyformamido)ethyl]-L-aspartate). As a reaction SMILES: [C:1]([O:5][C:6](=[O:37])[C@H:7]([CH2:26][C:27]([O:29]CC1C=CC=CC=1)=[O:28])[N:8]([C:19]([O:21][C:22]([CH3:25])([CH3:24])[CH3:23])=[O:20])[CH2:9][CH2:10][NH:11][C:12]([O:14][C:15]([CH3:18])([CH3:17])[CH3:16])=[O:13])([CH3:4])([CH3:3])[CH3:2]>C(O)C.[Pd]>[C:22]([O:21][C:19]([N:8]([CH2:9][CH2:10][NH:11][C:12]([O:14][C:15]([CH3:18])([CH3:17])[CH3:16])=[O:13])[C@H:7]([C:6]([O:5][C:1]([CH3:4])([CH3:2])[CH3:3])=[O:37])[CH2:26][C:27]([OH:29])=[O:28])=[O:20])([CH3:23])([CH3:24])[CH3:25]. Procedure details: A suspension of 250 mg (0.48 mmol) of 3-[(benzyloxy)carbonyl]-N-[(tert-butoxy)carbonyl]-N-[-(1-tert-butoxyformamido)ethyl]-L-alanine tert-butyl ester and 50 mg of palladium/carbon (5%) in 10 ml of ethanol is hydrogenated at room temperature under normal pressure. Thereafter, the catalyst is filtered off and the solution is evaporated under reduced pressure. 1-tert-Butyl 4-hydrogen N-(tert-butoxycarbonyl)-N-[2-(1-tert-butoxyformamido)ethyl]-L-aspartate is obtained as a colourless foam: MS: 433 (M... The reactants are [Cl-].[NH4+] (ammonium chloride), C(C)(C)(C)[Si](OC(CCC1=C(C=C(C=C1)C(CC)(CC)C1=CC(=C(C=C1)C1=CC=C(O1)C=O)C)C)C(C)(C)C)(C)C (5-[4-(1-{4-[3-(t-Butyl-dimethyl-silanyloxy)-4,4-dimethyl-pentyl]-3-methyl-phenyl}-1-ethyl-propyl)-2-methyl-phenyl]-furan-2-carbaldehyde), C[Si](C)(C)[N-][Si](C)(C)C.[K+] (potassium bis(trimethylsilyl)amide), [Cl-].COC[P+](C1=CC=CC=C1)(C1=CC=CC=C1)C1=CC=CC=C1 ((methoxymethyl)triphenylphosphonium chloride). The solvent is C(C)(=O)OCC (ethyl acetate), C1(=CC=CC=C1)C (toluene). Reaction conditions: time 30 minute. Product: C(C)(C)(C)[Si](C)(C)OC(C(C)(C)C)CCC1=C(C=C(C=C1)C(CC)(C1=CC(=C(C=C1)C=1OC(=CC1)C=COC)C)CC)C (t-butyl-(1-{2-[4-(1-ethyl-1-{4-[5-(2-methoxy-vinyl)-furan-2-yl]-3-methyl-phenyl}-propyl)-2-methyl-phenyl]-ethyl}-2,2-dimethyl-propoxy)-dimethyl-silane). Isolated yield 84.9%. RXN SMILES: [C:1]([Si:5]([CH3:41])([CH3:40])[O:6][CH:7]([C:36]([CH3:39])([CH3:38])[CH3:37])[CH2:8][CH2:9][C:10]1[CH:15]=[CH:14][C:13]([C:16]([C:21]2[CH:26]=[CH:25][C:24]([C:27]3[O:31][C:30]([CH:32]=O)=[CH:29][CH:28]=3)=[C:23]([CH3:34])[CH:22]=2)([CH2:19][CH3:20])[CH2:17][CH3:18])=[CH:12][C:11]=1[CH3:35])([CH3:4])([CH3:3])[CH3:2].C[Si]([N-][Si](C)(C)C)(C)C.[K+].[Cl-].[CH3:53][O:54][CH2:55][P+](C1C=CC=CC=1)(C1C=CC=CC=1)C1C=CC=CC=1.[Cl-].[NH4+]>C1(C)C=CC=CC=1.C(OCC)(=O)C>[C:1]([Si:5]([O:6][CH:7]([CH2:8][CH2:9][C:10]1[CH:15]=[CH:14][C:13]([C:16]([CH2:17][CH3:18])([C:21]2[CH:26]=[CH:25][C:24]([C:27]3[O:31][C:30]([CH:32]=[CH:53][O:54][CH3:55])=[CH:29][CH:28]=3)=[C:23]([CH3:34])[CH:22]=2)[CH2:19][CH3:20])=[CH:12][C:11]=1[CH3:35])[C:36]([CH3:38])([CH3:39])[CH3:37])([CH3:40])[CH3:41])([CH3:4])([CH3:2])[CH3:3] |f:1.2,3.4,5.6|. Procedure: 5-[4-(1-{4-[3-(t-Butyl-dimethyl-silanyloxy)-4,4-dimethyl-pentyl]-3-methyl-phenyl}-1-ethyl-propyl)-2-methyl-phenyl]-furan-2-carbaldehyde (Example 3-(6); 47.4 mg, 0.082 mmol) was added to a solution of potassium bis(trimethylsilyl)amide (0.5 M in toluene, 0.36 mL, 0.18 mmol) and (methoxymethyl)triphenylphosphonium chloride (56.2 mg, 0.164 mmol) in toluene (0.5 mL) at room temperature, and the mixture was stirred for 30 minutes. A saturated aqueous ammonium chloride solution and ethyl acetate were ... Reactants: COc1cc(-c2cc(Br)cn2S(=O)(=O)c2ccc(C)cc2)cc(OC)c1OC, [Li]C(C)(C)C, CCOCC, CN(C)C=O. Product: COc1cc(-c2cc(C=O)cn2S(=O)(=O)c2ccc(C)cc2)cc(OC)c1OC. RXN SMILES: [Br:1][c:2]1[cH:3][c:4](-[c:17]2[cH:18][c:19]([O:27][CH3:28])[c:20]([O:25][CH3:26])[c:21]([O:23][CH3:24])[cH:22]2)[n:5]([S:7](=[O:8])(=[O:9])[c:10]2[cH:11][cH:12][c:13]([CH3:16])[cH:14][cH:15]2)[cH:6]1.[C:29]([Li:30])([CH3:31])([CH3:32])[CH3:33].[CH2:39]([O:40][CH2:41][CH3:42])[CH3:43].[O:34]=[CH:35][N:36]([CH3:37])[CH3:38]>>[c:2]1([CH:35]=[O:34])[cH:3][c:4](-[c:17]2[cH:18][c:19]([O:27][CH3:28])[c:20]([O:25][CH3:26])[c:21]([O:23][CH3:24])[cH:22]2)[n:5]([S:7](=[O:8])(=[O:9])[c:10]2[cH:11][cH:12][c:13]([CH3:16])[cH:14][cH:15]2)[cH:6]1. Starting materials: FC1=CC=C(C(=O)C=2NC(NC2C)=O)C=C1 (4-(4-Fluorobenzoyl)-1,3-dihydro-5-methyl-2H-imidazol-2-one), CC=1N=CNC1 (4-methyl-1H-imidazole). Run in O (water). Conditions: temperature 140 celsius, time 8 hour. The product is CC=1NC(NC1C(C1=CC=C(C=C1)N1C=NC(=C1)C)=O)=O (1,3-Dihydro-4-methyl-5-[4-(4-methyl-1H-imidazol-1-yl)benzoyl]-2H-imidazol-2-one). Reaction SMILES: F[C:2]1[CH:16]=[CH:15][C:5]([C:6]([C:8]2[NH:9][C:10](=[O:14])[NH:11][C:12]=2[CH3:13])=[O:7])=[CH:4][CH:3]=1.[CH3:17][C:18]1[N:19]=[CH:20][NH:21][CH:22]=1>O>[CH3:13][C:12]1[NH:11][C:10](=[O:14])[NH:9][C:8]=1[C:6](=[O:7])[C:5]1[CH:15]=[CH:16][C:2]([N:21]2[CH:22]=[C:18]([CH3:17])[N:19]=[CH:20]2)=[CH:3][CH:4]=1. Procedure details: 4-(4-Fluorobenzoyl)-1,3-dihydro-5-methyl-2H-imidazol-2-one (6.6 g 30 mmol) is combined with 4-methyl-1H-imidazole (33 g, ca. 400 mmol) in a sealed flask and the mixture heated with stirring at ca. 140° C. overnight. The mixture is cooled, water (120 mL) added and the mixture stirred in an ice bath. The suspension is filtered and the filter cake washed with water and acetone. The solid is heated under reflux in a mixture of 2-propanol (300 mL) and water (200 mL) until dissolution is complete. The...